Task: describe an organic reaction: reactants, conditions, products, and yield. Dataset: the Open Reaction Database (ORD), a public repository of structured organic reaction records The yield is 67.1%. Reaction SMILES: [Cl:1][C:2]1[N:3]=[CH:4][C:5]([C:9](O)=[O:10])=[N:6][C:7]=1[CH3:8].S(Cl)(Cl)=O>>[Cl:1][C:2]1[N:3]=[CH:4][C:5]([CH2:9][OH:10])=[N:6][C:7]=1[CH3:8]. Product: ClC=1N=CC(=NC1C)CO ((5-chloro-6-methyl-2-pyrazinyl)methanol). Procedure: 1H-NMR (300 MHz, DMSO-d6) δ 1.48-1.74 (6H, m), 1.92-2.04 (1H, m), 2.23-2.36 (1H, m), 3.09-3.64(5H, m), 3.89-4.00 (1H, m), 4.52-4.63 (1H, m), 4.88 (1H, brs), 6.23 (1H, d, J=16 Hz), 6.51-6.62 (4H, m), 7.12-7.19 (2H, m), 7.32-7.41 (2H, m), 7.59-7.66 (1H, m), 8.20(1H, brs), 11.1 (1H, brs). MS (ES+) m/z 409 (M+1). Preparation 505 i) A mixture of 5-chloro-6-methyl-2-pyrazinecarboxylic acid (3.83 g) and thionyl chloride (8.09 mL) was stirred for 3 hours at reflux. After cooling, the reaction mixture wa... The reactants are ClC=1N=CC(=NC1C)C(=O)O (5-chloro-6-methyl-2-pyrazinecarboxylic acid), S(=O)(Cl)Cl (thionyl chloride). Reaction conditions: time 3 hour. The reactants are CCN(C(C)C)C(C)C (DIPEA), C1(=CC=CC=C1)C1=CC(=NN1)C(=O)NCC(=O)O ([(5-phenyl-1H-pyrazole-3-carbonyl)-amino]-acetic acid), Cl.N1CC(C1)OC=1C=C(C#N)C=CC1C (3-(azetidin-3-yloxy)-4-methyl-benzonitrile hydrochloride), C=1C=CC2=C(C1)N=NN2O (HOBt), CCN=C=NCCCN(C)C (EDCI), Intermediate 71. Run in CN(C)C=O (DMF). The product is C(#N)C=1C=CC(=C(OC2CN(C2)C(CNC(=O)C2=NNC(=C2)C2=CC=CC=C2)=O)C1)C (5-phenyl-1H-pyrazole-3-carboxylic acid {2-[3-(5-cyano-2-methyl-phenoxy)-azetidin-1-yl]-2-oxo-ethyl}-amide). Yield: 22.5%. As a reaction SMILES: CCN(C(C)C)C(C)C.C1C=CC2N(O)N=NC=2C=1.CCN=C=NCCCN(C)C.[C:31]1([C:37]2[NH:41][N:40]=[C:39]([C:42]([NH:44][CH2:45][C:46]([OH:48])=O)=[O:43])[CH:38]=2)[CH:36]=[CH:35][CH:34]=[CH:33][CH:32]=1.Cl.[NH:50]1[CH2:53][CH:52]([O:54][C:55]2[CH:56]=[C:57]([CH:60]=[CH:61][C:62]=2[CH3:63])[C:58]#[N:59])[CH2:51]1>CN(C=O)C>[C:58]([C:57]1[CH:60]=[CH:61][C:62]([CH3:63])=[C:55]([CH:56]=1)[O:54][CH:52]1[CH2:51][N:50]([C:46](=[O:48])[CH2:45][NH:44][C:42]([C:39]2[CH:38]=[C:37]([C:31]3[CH:32]=[CH:33][CH:34]=[CH:35][CH:36]=3)[NH:41][N:40]=2)=[O:43])[CH2:53]1)#[N:59] |f:4.5|. Procedure details: DIPEA (193.9 mg, 1.5 mmol) followed by HOBt (53 mg, 0.29 mmol) and EDCI (75 mg, 0.39 mmol) was added to a stirred solution of [(5-phenyl-1H-pyrazole-3-carbonyl)-amino]-acetic acid (92 g, 0.37 mmol) in DMF (3 mL) After 2 minutes of stirring, 3-(azetidin-3-yloxy)-4-methyl-benzonitrile hydrochloride (prepared by the method used for the synthesis of Intermediate 71) (84 mg, 0.37 mmol) was added and the resulting mixture was stirred at room temperature overnight. The reaction mixture was partitioned ... Reactants: CCc1c(F)cnc2ccc(=O)n(CCN3CCC(NC(=O)OC(C)(C)C)CC3)c12, CO, ClCCl, O=C(O)C(F)(F)F. The product is CCc1c(F)cnc2ccc(=O)n(CCN3CCC(N)CC3)c12. RXN SMILES: [CH2:1]([CH3:2])[c:3]1[c:4]([F:30])[cH:5][n:6][c:7]2[cH:8][cH:9][c:10](=[O:29])[n:11]([CH2:13][CH2:14][N:15]3[CH2:16][CH2:17][CH:18]([NH:21][C:22](=[O:23])[O:24][C:25]([CH3:26])([CH3:27])[CH3:28])[CH2:19][CH2:20]3)[c:12]12.[CH3:41][OH:42].[Cl:38][CH2:39][Cl:40].[F:31][C:32]([F:33])([F:34])[C:35]([OH:36])=[O:37]>>[CH2:1]([CH3:2])[c:3]1[c:4]([F:30])[cH:5][n:6][c:7]2[cH:8][cH:9][c:10](=[O:29])[n:11]([CH2:13][CH2:14][N:15]3[CH2:16][CH2:17][CH:18]([NH2:21])[CH2:19][CH2:20]3)[c:12]12. Reaction SMILES: [Cl-:34].[Cl-:35].[Cl-:36].[Cl:1][c:2]1[cH:3][c:4]([CH2:5][n:6]2[c:7]([C:18](=[O:19])[O:20][CH2:21][CH3:22])[cH:8][c:9]3[c:10]([N+:15]([O-:16])=[O:17])[cH:11][cH:12][cH:13][c:14]23)[cH:23][cH:24][c:25]1[Cl:26].[Na+:28].[O:29]1[CH2:30][CH2:31][CH2:32][CH2:33]1.[OH-:27].[Ti+3:37]>>[Cl:1][c:2]1[cH:3][c:4]([CH2:5][n:6]2[c:7]([C:18](=[O:19])[O:20][CH2:21][CH3:22])[cH:8][c:9]3[c:10]([NH2:15])[cH:11][cH:12][cH:13][c:14]23)[cH:23][cH:24][c:25]1[Cl:26]. Yields the product CCOC(=O)c1cc2c(N)cccc2n1Cc1ccc(Cl)c(Cl)c1. The reactants are [Cl-], [Cl-], [Cl-], CCOC(=O)c1cc2c([N+](=O)[O-])cccc2n1Cc1ccc(Cl)c(Cl)c1, [Na+], C1CCOC1, [OH-], [Ti+3]. Product: O1CCN(CC1)C=1SC=C(N1)C(=O)OC (Methyl 2-morpholinothiazole-4-carboxylate). Reported procedure: A solution of methyl 2-bromothiazole-4-carboxylate (0.20 g, 0.901 mmol) in THF (10 mL) was treated with morpholine (0.17 mL, 1.94 mmol) and refluxed for 18 h. The reaction was then diluted with ethyl acetate and washed with sat. NaHCO3 (1×), brine (1×) and dried over anhydrous magnesium sulfate, filtered and concentrated. The residue was purified by silica gel chromatography (2.5×10 cm, 50% AcOEt/CH2Cl2) to give the title material (0.192 g, 92%) as a yellow solid. 1H NMR (CDCl3, 400 MHz) δ ppm: ... Yield: 93.4%. Starting materials: BrC=1SC=C(N1)C(=O)OC (methyl 2-bromothiazole-4-carboxylate), N1CCOCC1 (morpholine). Run in C(C)(=O)OCC (ethyl acetate), C1CCOC1 (THF). RXN SMILES: Br[C:2]1[S:3][CH:4]=[C:5]([C:7]([O:9][CH3:10])=[O:8])[N:6]=1.[NH:11]1[CH2:16][CH2:15][O:14][CH2:13][CH2:12]1>C1COCC1.C(OCC)(=O)C>[O:14]1[CH2:15][CH2:16][N:11]([C:2]2[S:3][CH:4]=[C:5]([C:7]([O:9][CH3:10])=[O:8])[N:6]=2)[CH2:12][CH2:13]1. Starting materials: [N+](=O)(O)[O-] (HNO3), S(=O)(=O)(O)O.FC([C@@]1(N=C(COC1)N)C1=C(C=CC=C1)F)F ((R)-5-difluoromethyl-5-(2-fluoro-phenyl)-5,6-dihydro-2H-[1,4]oxazin-3-ylamine sulphate), N.O (NH3 water). Solvent: OS(=O)(=O)O (H2SO4). Product: FC([C@@]1(N=C(COC1)N)C1=C(C=CC(=C1)[N+](=O)[O-])F)F ((R)-5-Difluoromethyl-5-(2-fluoro-5-nitro-phenyl)-5,6-dihydro-2H-[1,4]oxazin-3-ylamine). As a reaction SMILES: S(O)(O)(=O)=O.[F:6][CH:7]([F:22])[C@@:8]1([C:15]2[CH:20]=[CH:19][CH:18]=[CH:17][C:16]=2[F:21])[CH2:13][O:12][CH2:11][C:10]([NH2:14])=[N:9]1.[N+:23]([O-])([OH:25])=[O:24].N.O>OS(O)(=O)=O>[F:22][CH:7]([F:6])[C@@:8]1([C:15]2[CH:20]=[C:19]([N+:23]([O-:25])=[O:24])[CH:18]=[CH:17][C:16]=2[F:21])[CH2:13][O:12][CH2:11][C:10]([NH2:14])=[N:9]1 |f:0.1,3.4|. Procedure: To a solution of (R)-5-difluoromethyl-5-(2-fluoro-phenyl)-5,6-dihydro-2H-[1,4]oxazin-3-ylamine sulphate (127.2 g, 371.6 mmol) in conc. H2SO4 (380 mL) was added at 5-15° C. HNO3 (25.8 g, 408.8 mmol). After addition, the reaction mixture was added slowly to 12% NH3 water solution (2.6 L) at 10-20° C. The resulted suspension (pH˜8) was filtered to provide the title compound as a yellow solid: ESIMS: 290; [(M+H)+]; 1H NMR (400 MHz, CDCl3): δ 8.89 (m, 1H), 8.14 (m, 1H), 7.18 (dd, 1H), 6.10 (t, 1H), 5... Reactants: amine, CCOC(=O)C (EtOAc), C(#N)C1=CC=C(C[C@@]2(C(N(C=3N2C(=CN3)S(=O)(=O)Cl)C3=CC(=CC(=C3)Cl)Cl)=O)C)C=C1 ((R)-5-(4-cyano-benzyl)-7-(3,5-dichloro-phenyl)-5-methyl-6-oxo-6,7-dihydro-5H-imidazo[1,2-a]imidazole-3-sulfonyl chloride). The reagents and catalysts are CN(C)C=1C=CN=CC1 (DMAP). Solvent: CN(C)C=O (DMF). Reaction conditions: time 2 hour. Yields the product C(#N)C1=CC=C(C[C@@]2(C(N(C=3N2C(=CN3)S(=O)(=O)N[C@H](C(=O)NCCO)C)C3=CC(=CC(=C3)Cl)Cl)=O)C)C=C1 ((S)-2-[(R)-5-(4-cyano-benzyl)-7-(3,5-dichloro-phenyl)-5-methyl-6-oxo-6,7-dihydro-5H-imidazo[1,2-a]imidazole-3-sulfonylamino]-N-(2-hydroxy-ethyl)-propionamide). RXN SMILES: [C:1]([C:3]1[CH:31]=[CH:30][C:6]([CH2:7][C@@:8]2([CH3:29])[N:12]3[C:13]([S:16](Cl)(=[O:18])=[O:17])=[CH:14][N:15]=[C:11]3[N:10]([C:20]3[CH:25]=[C:24]([Cl:26])[CH:23]=[C:22]([Cl:27])[CH:21]=3)[C:9]2=[O:28])=[CH:5][CH:4]=1)#[N:2].CCO[C:35]([CH3:37])=[O:36]>CN(C=O)C.CN(C1C=CN=CC=1)C>[C:1]([C:3]1[CH:31]=[CH:30][C:6]([CH2:7][C@@:8]2([CH3:29])[N:12]3[C:13]([S:16]([NH:12][C@@H:8]([CH3:7])[C:9]([NH:10][CH2:37][CH2:35][OH:36])=[O:28])(=[O:18])=[O:17])=[CH:14][N:15]=[C:11]3[N:10]([C:20]3[CH:25]=[C:24]([Cl:26])[CH:23]=[C:22]([Cl:27])[CH:21]=3)[C:9]2=[O:28])=[CH:5][CH:4]=1)#[N:2]. Procedure details: To a solution of above amine salt (0.043 g, 0.254 mmol) in anhydrous DMF, was added DMAP (0.037 g, 0.303 mmol). The reaction mixture was stirred at room temperature for 1 h. (R)-5-(4-cyano-benzyl)-7-(3,5-dichloro-phenyl)-5-methyl-6-oxo-6,7-dihydro-5H-imidazo[1,2-a]imidazole-3-sulfonyl chloride (0.036 g, 0.073 mmol) was then added to the reaction mixture and stirred for another 2 h. The reaction mixture was diluted with EtOAc and washed with 1 N HCl and saturated NaHCO3. The organic phase was dri...